Task: describe an organic reaction: reactants, conditions, products, and yield. Dataset: the Open Reaction Database (ORD), a public repository of structured organic reaction records Reaction SMILES: [NH:1]([C:18]([O:20][CH2:21][C:22]1[CH:27]=[CH:26][CH:25]=[CH:24][CH:23]=1)=[O:19])[C@H:2]([C:7]([NH:9][CH2:10][C:11]([O:13]C(C)(C)C)=[O:12])=[O:8])[CH2:3][C:4](=[O:6])[NH2:5].FC(F)(F)C(O)=O>CCOCC>[NH:1]([C:18]([O:20][CH2:21][C:22]1[CH:27]=[CH:26][CH:25]=[CH:24][CH:23]=1)=[O:19])[C@H:2]([C:7]([NH:9][CH2:10][C:11]([OH:13])=[O:12])=[O:8])[CH2:3][C:4](=[O:6])[NH2:5]. Procedure details: 9.13 g. (26 mmoles) of Z-Asn-Gly-OtBu are dissolved in 90 ml. of trifluoroacetic acid, and after 0.5 hours of standing 450 ml. of dry ether are added to the solution. The separated white precipitate is filtered off, washed with ether and crystallized from 35 ml. of water. 6.56 g. (78 %) of Z-Asn-Gly-OH are obtained. M.p.: 170°-172° C, Rf4 = 0.45. Yield: 78.0%. The reactants are N([C@@H](CC(N)=O)C(=O)NCC(=O)OC(C)(C)C)C(=O)OCC1=CC=CC=C1 (Z-Asn-Gly-OtBu), FC(C(=O)O)(F)F (trifluoroacetic acid). The product is N([C@@H](CC(N)=O)C(=O)NCC(=O)O)C(=O)OCC1=CC=CC=C1 (Z-Asn-Gly-OH). The solvent is CCOCC (ether).